From a dataset of the Open Reaction Database (ORD), a public repository of structured organic reaction records. describe an organic reaction: reactants, conditions, products, and yield Starting materials: C(C1=CC=CC=C1)C1CCN(CC1)C[C@@H]1C[C@@H](CC1)NC(=O)[C@]12[C@@H]([C@H]3CC[C@@H]4[C@]5(CC[C@@H](C([C@@H]5CC[C@]4([C@@]3(CC1)C)C)(C)C)O)C)[C@@H](CC2)C(=C)C ((1R,3aS,5aR,5bR,7aR,9S,11aR,11bR,13aR,13bR)-N-((1R,3S)-3-((4-benzylpiperidin-1-yl)methyl)cyclopentyl)-9-hydroxy-5a,5b,8,8,11a-pentamethyl-1-(prop-1-en-2-yl)icosahydro-1H-cyclopenta[a]chrysene-3a-carboxamide), N1=CC=CC=C1 (pyridine), C1(CCCC(=O)O1)=O (glutaric anhydride). The solvent is C(C)(=O)OCC (ethyl acetate). Yields the product C(C1=CC=CC=C1)C1CCN(CC1)C[C@@H]1C[C@@H](CC1)NC(=O)[C@]12[C@@H]([C@H]3CC[C@@H]4[C@]5(CC[C@@H](C([C@@H]5CC[C@]4([C@@]3(CC1)C)C)(C)C)OC(CCCC(=O)O)=O)C)[C@@H](CC2)C(=C)C (5-((1R,3aS,5aR,5bR,7aR,9S,11aR,11bR,13aR,13bR)-3a-((1R,3S)-3-((4-benzylpiperidin-1-yl)methyl)cyclopentylcarbamoyl)-5a,5b,8,8,11a-pentamethyl-1-(prop-1-en-2-yl)icosahydro-1H-cyclopenta[a]chrysen-9-yloxy)-5-oxopentanoic acid). Reaction SMILES: [CH2:1]([CH:8]1[CH2:13][CH2:12][N:11]([CH2:14][C@H:15]2[CH2:19][CH2:18][C@@H:17]([NH:20][C:21]([C@:23]34[CH2:49][CH2:48][C@@H:47]([C:50]([CH3:52])=[CH2:51])[C@@H:24]3[C@@H:25]3[C@@:38]([CH3:41])([CH2:39][CH2:40]4)[C@@:37]4([CH3:42])[C@@H:28]([C@:29]5([CH3:46])[C@@H:34]([CH2:35][CH2:36]4)[C:33]([CH3:44])([CH3:43])[C@@H:32]([OH:45])[CH2:31][CH2:30]5)[CH2:27][CH2:26]3)=[O:22])[CH2:16]2)[CH2:10][CH2:9]1)[C:2]1[CH:7]=[CH:6][CH:5]=[CH:4][CH:3]=1.N1C=CC=CC=1.[C:59]1(=[O:66])[O:65][C:63](=[O:64])[CH2:62][CH2:61][CH2:60]1>C(OCC)(=O)C>[CH2:1]([CH:8]1[CH2:13][CH2:12][N:11]([CH2:14][C@H:15]2[CH2:19][CH2:18][C@@H:17]([NH:20][C:21]([C@:23]34[CH2:49][CH2:48][C@@H:47]([C:50]([CH3:52])=[CH2:51])[C@@H:24]3[C@@H:25]3[C@@:38]([CH3:41])([CH2:39][CH2:40]4)[C@@:37]4([CH3:42])[C@@H:28]([C@:29]5([CH3:46])[C@@H:34]([CH2:35][CH2:36]4)[C:33]([CH3:44])([CH3:43])[C@@H:32]([O:45][C:59](=[O:66])[CH2:60][CH2:61][CH2:62][C:63]([OH:65])=[O:64])[CH2:31][CH2:30]5)[CH2:27][CH2:26]3)=[O:22])[CH2:16]2)[CH2:10][CH2:9]1)[C:2]1[CH:7]=[CH:6][CH:5]=[CH:4][CH:3]=1. Procedure details: To a stirred solution of (1R,3aS,5aR,5bR,7aR,9S,11aR,11bR,13aR,13bR)-N-((1R,3S)-3-((4-benzylpiperidin-1-yl)methyl)cyclopentyl)-9-hydroxy-5a,5b,8,8,11a-pentamethyl-1-(prop-1-en-2-yl)icosahydro-1H-cyclopenta[a]chrysene-3a-carboxamide (Example 32, 0.24 mmol) in pyridine (5 ml) dimethyl amino pyridine (0.32 g, 0.48 mmol) and glutaric anhydride (1.3 ml) were added and the contents were refluxed for about 16 hours and completion of the reaction monitored by TLC. The reaction mixture was diluted with e...